The task is: describe an organic reaction: reactants, conditions, products, and yield. This data is from the Open Reaction Database (ORD), a public repository of structured organic reaction records. Reactants: C1CCOC1, CON=C(c1cc(C)no1)c1ccccc1CO, FC(F)(F)c1cnc(Cl)c(Cl)c1, [H-], [Na+], O. The product is CON=C(c1cc(C)no1)c1ccccc1COc1ncc(C(F)(F)F)cc1Cl. Reaction SMILES: [CH2:1]1[O:2][CH2:3][CH2:4][CH2:5]1.[CH3:20][O:21][N:22]=[C:23]([c:24]1[c:25]([CH2:30][OH:31])[cH:26][cH:27][cH:28][cH:29]1)[c:32]1[cH:33][c:34]([CH3:37])[n:35][o:36]1.[Cl:6][c:7]1[n:8][cH:9][c:10]([C:14]([F:15])([F:16])[F:17])[cH:11][c:12]1[Cl:13].[H-:18].[Na+:19].[OH2:38]>>[c:7]1([O:31][CH2:30][c:25]2[c:24]([C:23](=[N:22][O:21][CH3:20])[c:32]3[cH:33][c:34]([CH3:37])[n:35][o:36]3)[cH:29][cH:28][cH:27][cH:26]2)[n:8][cH:9][c:10]([C:14]([F:15])([F:16])[F:17])[cH:11][c:12]1[Cl:13]. Starting materials: OC1CCN(CC1)C1=CC=C(C(=O)NC=2C=C3C=CN(C3=CC2)C2=CC=C(C(=O)NC=3C=C4C=CN(C4=CC3)CC(=O)OCC)C=C2)C=C1 (Ethyl 2-(5-(4-(5-(4-(4-hydroxypiperidin-1-yl)benzamido)-1H-indol-1-yl)benzamido)-1H-indol-1-yl)acetate), NCC(=O)OC (methyl aminoacetate). Yields the product OC1CCN(CC1)C1=CC=C(C(=O)NC=2C=C3C=CN(C3=CC2)C2=CC=C(C(=O)NC=3C=C4C=CN(C4=CC3)CC(=O)NCC(=O)OC)C=C2)C=C1 (Methyl 2-(2-(5-(4-(5-(4-(4-hydroxypiperidin-1-yl)benzamido)-1H-indol-1-yl)benzamido)-1H-indol-1-yl)acetamido)acetate). Reaction SMILES: [OH:1][CH:2]1[CH2:7][CH2:6][N:5]([C:8]2[CH:49]=[CH:48][C:11]([C:12]([NH:14][C:15]3[CH:16]=[C:17]4[C:21](=[CH:22][CH:23]=3)[N:20]([C:24]3[CH:47]=[CH:46][C:27]([C:28]([NH:30][C:31]5[CH:32]=[C:33]6[C:37](=[CH:38][CH:39]=5)[N:36]([CH2:40][C:41](OCC)=[O:42])[CH:35]=[CH:34]6)=[O:29])=[CH:26][CH:25]=3)[CH:19]=[CH:18]4)=[O:13])=[CH:10][CH:9]=2)[CH2:4][CH2:3]1.[NH2:50][CH2:51][C:52]([O:54][CH3:55])=[O:53]>>[OH:1][CH:2]1[CH2:3][CH2:4][N:5]([C:8]2[CH:9]=[CH:10][C:11]([C:12]([NH:14][C:15]3[CH:16]=[C:17]4[C:21](=[CH:22][CH:23]=3)[N:20]([C:24]3[CH:47]=[CH:46][C:27]([C:28]([NH:30][C:31]5[CH:32]=[C:33]6[C:37](=[CH:38][CH:39]=5)[N:36]([CH2:40][C:41]([NH:50][CH2:51][C:52]([O:54][CH3:55])=[O:53])=[O:42])[CH:35]=[CH:34]6)=[O:29])=[CH:26][CH:25]=3)[CH:19]=[CH:18]4)=[O:13])=[CH:48][CH:49]=2)[CH2:6][CH2:7]1. Procedure: Compound 971 was prepared by treatment of Compound 962 with methyl aminoacetate. [M+H]+ calcd for C40H38N6O6: 699.29; found 699.25.